Task: describe an organic reaction: reactants, conditions, products, and yield. Dataset: the Open Reaction Database (ORD), a public repository of structured organic reaction records Reactants: F[B-](F)(F)F.C(=O)(OCC)C1=C(C=CC=C1)[S+](CCCCCCCCCCCCCCCCCC)CCC (o-carbethoxyphenyl-n-propyl-n-octadecylsulfonium tetrafluoroborate), C(C)O (ethanol), C(C)O (ethanol), S(=O)(=O)([O-])C1=CC=C(C)C=C1.[K+] (potassium tosylate), O (water). Run in C(Cl)Cl (methylene chloride). Run at time 2 hour. Yields the product C1(=CC=C(C=C1)S(=O)(=O)[O-])C.C(=O)(OCC)C1=C(C=CC=C1)[S+](CCCCCCCCCCCCCCCCCC)CCC (o-carbethoxyphenyl-n-propyl-n-octadecylsulfonium p-toluene sulfonate). RXN SMILES: F[B-](F)(F)F.[C:6]([C:11]1[CH:16]=[CH:15][CH:14]=[CH:13][C:12]=1[S+:17]([CH2:36][CH2:37][CH3:38])[CH2:18][CH2:19][CH2:20][CH2:21][CH2:22][CH2:23][CH2:24][CH2:25][CH2:26][CH2:27][CH2:28][CH2:29][CH2:30][CH2:31][CH2:32][CH2:33][CH2:34][CH3:35])([O:8][CH2:9][CH3:10])=[O:7].C(O)C.[S:42]([C:46]1[CH:52]=[CH:51][C:49]([CH3:50])=[CH:48][CH:47]=1)([O-:45])(=[O:44])=[O:43].[K+].O>C(Cl)Cl>[C:49]1([CH3:50])[CH:48]=[CH:47][C:46]([S:42]([O-:45])(=[O:43])=[O:44])=[CH:52][CH:51]=1.[C:6]([C:11]1[CH:16]=[CH:15][CH:14]=[CH:13][C:12]=1[S+:17]([CH2:36][CH2:37][CH3:38])[CH2:18][CH2:19][CH2:20][CH2:21][CH2:22][CH2:23][CH2:24][CH2:25][CH2:26][CH2:27][CH2:28][CH2:29][CH2:30][CH2:31][CH2:32][CH2:33][CH2:34][CH3:35])([O:8][CH2:9][CH3:10])=[O:7] |f:0.1,3.4,7.8|. Procedure: To a solution of 5.0 g of o-carbethoxyphenyl-n-propyl-n-octadecylsulfonium tetrafluoroborate in 20 ml. of ethanol is added 20.0 g of potassium tosylate dissolved in a mixture of 200 ml. ethanol and 10 ml. water. The reaction mixture is maintained at 80°-90° while being stirred vigorously for 2 hours. The reaction mixture is then cooled and filtered, and the filtrate then evaporated under vacuum to dryness to obtain a residue. The residue is taken up in methylene chloride; the organic phase washe... Reactants: Cl.Cl.NCCCCCC[C@@H](C(=O)OCC)N[C@H]1COC2=C(N(C1=O)CC(=O)O)C=CC=C2 (3(S)-[7-amino-1(S)-ethoxycarbonylheptyl]amino-4-oxo-2,3,4,5-tetrahydro-1,5-benzoxazepine-5-acetic acid dihydrochloride), C(C)(=O)O (Acetic acid). The solvent is [OH-].[Na+] (sodium hydroxide). Conditions: time 30 minute. Product: NCCCCCC[C@@H](C(=O)O)N[C@H]1COC2=C(N(C1=O)CC(=O)O)C=CC=C2 (3(S)-[7-amino-1(S)-carboxyheptyl]amino-4-oxo-2,3,4,5-tetrahydro-1,5-benzoxazepine-5-acetic acid). Yield: 77.9%. RXN SMILES: Cl.Cl.[NH2:3][CH2:4][CH2:5][CH2:6][CH2:7][CH2:8][CH2:9][C@H:10]([NH:16][C@@H:17]1[C:23](=[O:24])[N:22]([CH2:25][C:26]([OH:28])=[O:27])[C:21]2[CH:29]=[CH:30][CH:31]=[CH:32][C:20]=2[O:19][CH2:18]1)[C:11]([O:13]CC)=[O:12].C(O)(=O)C>[OH-].[Na+]>[NH2:3][CH2:4][CH2:5][CH2:6][CH2:7][CH2:8][CH2:9][C@H:10]([NH:16][C@@H:17]1[C:23](=[O:24])[N:22]([CH2:25][C:26]([OH:28])=[O:27])[C:21]2[CH:29]=[CH:30][CH:31]=[CH:32][C:20]=2[O:19][CH2:18]1)[C:11]([OH:13])=[O:12] |f:0.1.2,4.5|. Procedure: In 15 ml of 1N sodium hydroxide solution is dissolved 0.5 g of 3(S)-[7-amino-1(S)-ethoxycarbonylheptyl]amino-4-oxo-2,3,4,5-tetrahydro-1,5-benzoxazepine-5-acetic acid dihydrochloride obtained in Example 68, and the solution is allowed to stand at room temperature for 30 minutes. Acetic acid (3.5 ml) is added to the solution and the mixture is purified by Amberlite XAD-2 column chromatography (methanol:water=1:2). The eluate is concentrated under reduced pressure and lyophilized to give 0.31 g of ... The reactants are NC1=CC(=C(C=C1)C1=CN(C=2N=CN=C(C21)N[C@@H](C)C2=NN1C(C(N2C2=CC=CC=C2)=O)=C(C=C1)C)COCC[Si](C)(C)C)OC ((S)-2-(1-((5-(4-amino-2-methoxyphenyl)-7-((2-(trimethylsilyl)ethoxy)methyl)-7H-pyrrolo[2,3-d]pyrimidin-4-yl)amino)ethyl)-5-methyl-3-phenylpyrrolo[2,1-f][1,2,4]triazin-4(3H)-one), [N-]=C=O.[K+] (potassium isocyanate). The solvent is O (water), C(C)(=O)O (acetic acid). Conditions: temperature 60 celsius, time 8 hour. Yields the product COC=1C=C(C=CC1C1=CN(C=2N=CN=C(C21)N[C@@H](C)C2=NN1C(C(N2C2=CC=CC=C2)=O)=C(C=C1)C)COCC[Si](C)(C)C)NC(=O)N ((S)-1-(3-Methoxy-4-(4-((1-(5-methyl-4-oxo-3-phenyl-3,4-dihydropyrrolo[2,1-f][1,2,4]triazin-2-yl)ethyl)amino)-7-((2-(trimethylsilyl)ethoxy)methyl)-7H-pyrrolo[2,3-d]pyrimidin-5-yl)phenyl)urea). Isolated yield 62.5%. As a reaction SMILES: [NH2:1][C:2]1[CH:7]=[CH:6][C:5]([C:8]2[C:16]3[C:15]([NH:17][C@H:18]([C:20]4[N:25]([C:26]5[CH:31]=[CH:30][CH:29]=[CH:28][CH:27]=5)[C:24](=[O:32])[C:23]5=[C:33]([CH3:36])[CH:34]=[CH:35][N:22]5[N:21]=4)[CH3:19])=[N:14][CH:13]=[N:12][C:11]=3[N:10]([CH2:37][O:38][CH2:39][CH2:40][Si:41]([CH3:44])([CH3:43])[CH3:42])[CH:9]=2)=[C:4]([O:45][CH3:46])[CH:3]=1.[N-:47]=[C:48]=[O:49].[K+]>O.C(O)(=O)C>[CH3:46][O:45][C:4]1[CH:3]=[C:2]([NH:1][C:48]([NH2:47])=[O:49])[CH:7]=[CH:6][C:5]=1[C:8]1[C:16]2[C:15]([NH:17][C@H:18]([C:20]3[N:25]([C:26]4[CH:31]=[CH:30][CH:29]=[CH:28][CH:27]=4)[C:24](=[O:32])[C:23]4=[C:33]([CH3:36])[CH:34]=[CH:35][N:22]4[N:21]=3)[CH3:19])=[N:14][CH:13]=[N:12][C:11]=2[N:10]([CH2:37][O:38][CH2:39][CH2:40][Si:41]([CH3:43])([CH3:42])[CH3:44])[CH:9]=1 |f:1.2|. Procedure details: To a suspension of (S)-2-(1-((5-(4-amino-2-methoxyphenyl)-7-((2-(trimethylsilyl)ethoxy)methyl)-7H-pyrrolo[2,3-d]pyrimidin-4-yl)amino)ethyl)-5-methyl-3-phenylpyrrolo[2,1-f][1,2,4]triazin-4(3H)-one (50 mg, 0.08 mmol) in water (0.40 mL) and acetic acid (0.20 mL) was added potassium isocyanate (19 mg, 0.23 mmol) according to the method described in Preparation 181 but stirring at 60° C. overnight. The residue was purified using SP1® Purification System (0% to 100% n-hexane-ethyl acetate) to obtain 3... Reactants: O=C1CCC(=O)N1Cl, ClCCl, c1ccc(P(c2ccccc2)c2ccccc2)cc1, OCc1cccc(C=Cc2ccc3ccccc3n2)c1. The product is ClCc1cccc(C=Cc2ccc3ccccc3n2)c1. RXN SMILES: [Cl:1][N:2]1[C:3](=[O:4])[CH2:5][CH2:6][C:7]1=[O:8].[Cl:48][CH2:49][Cl:50].[c:29]1([P:30]([c:31]2[cH:32][cH:33][cH:34][cH:35][cH:36]2)[c:37]2[cH:38][cH:39][cH:40][cH:41][cH:42]2)[cH:43][cH:44][cH:45][cH:46][cH:47]1.[n:9]1[c:10]([CH:19]=[CH:20][c:21]2[cH:22][c:23]([CH2:24][OH:25])[cH:26][cH:27][cH:28]2)[cH:11][cH:12][c:13]2[cH:14][cH:15][cH:16][cH:17][c:18]12>>[Cl:1][CH2:24][c:23]1[cH:22][c:21]([CH:20]=[CH:19][c:10]2[n:9][c:18]3[c:13]([cH:12][cH:11]2)[cH:14][cH:15][cH:16][cH:17]3)[cH:28][cH:27][cH:26]1. Reactants: NC1=CC=C(C=C1)[C@H]1CN(CCO1)[C@H](C)C1=CC=CC=C1 ((2S)-2-(4-aminophenyl)-4-((1R)-1-phenylethyl)morpholine), C(=O)[O-].[NH4+] (ammonium formate), CO (methanol), O (water). Reagents/catalysts: [Pd] (palladium on carbon). Solvent: O1CCCC1 (tetrahydrofuran). Reaction conditions: temperature 95 celsius, time 3 hour. Product: N1C[C@@H](OCC1)C1=CC=C(C=C1)N (4-((2S)-morpholin-2-yl)phenylamine). Isolated yield 94.9%. Reaction SMILES: [NH2:1][C:2]1[CH:7]=[CH:6][C:5]([C@@H:8]2[O:13][CH2:12][CH2:11][N:10]([C@@H](C3C=CC=CC=3)C)[CH2:9]2)=[CH:4][CH:3]=1.C([O-])=O.[NH4+].CO.O>O1CCCC1.[Pd]>[NH:10]1[CH2:11][CH2:12][O:13][C@@H:8]([C:5]2[CH:6]=[CH:7][C:2]([NH2:1])=[CH:3][CH:4]=2)[CH2:9]1 |f:1.2|. Procedure: To a solution of (2S)-2-(4-aminophenyl)-4-((1R)-1-phenylethyl)morpholine (17.45 g, 61.8 mmol) and ammonium formate (11.7 g, 185.4 mmol) in a mixture of tetrahydrofuran (180 ml), methanol (180 ml) and water (45 ml) was added 10% palladium on carbon (wet, 1.8 g) and the solution was stirred at 95° C. for 3 hours. After filtration, the solvent was removed in vacuo and the residue was partitioned between water and dichloromethane. The organic layer was dried over anhydrous sodium sulfate and the sol... Starting materials: N1N=C(C2=CC=CC=C12)O (1H-Indazol-3-ol), C(C1=CC=CC=C1)N1C=2C(C(=O)OC1=O)=CC=CC2 (N-benzylisatoic anhydride). Yields the product C(C1=CC=CC=C1)NC1=C(C(=O)N2N=C(C3=CC=CC=C23)O)C=CC=C1 (1-(o-Benzylaminobenzoyl)-1H-indazol-3-ol). Isolated yield 71.5%. Reaction SMILES: [NH:1]1[C:9]2[C:4](=[CH:5][CH:6]=[CH:7][CH:8]=2)[C:3]([OH:10])=[N:2]1.[CH2:11]([N:18]1C(=O)O[C:21](=[O:22])[C:20]2=[CH:26][CH:27]=[CH:28][CH:29]=[C:19]12)[C:12]1[CH:17]=[CH:16][CH:15]=[CH:14][CH:13]=1>>[CH2:11]([NH:18][C:19]1[CH:29]=[CH:28][CH:27]=[CH:26][C:20]=1[C:21]([N:1]1[C:9]2[C:4](=[CH:5][CH:6]=[CH:7][CH:8]=2)[C:3]([OH:10])=[N:2]1)=[O:22])[C:12]1[CH:13]=[CH:14][CH:15]=[CH:16][CH:17]=1. Procedure details: 1H-Indazol-3-ol was reacted with N-benzylisatoic anhydride according to the general procedure A above and afforded the desired amine as a yellow solid in 71.5% yield; m.p. 163°-165° C. Reactants: CN (methylamine), ClC1=NC(=CC=C1CCl)Cl (2,6-dichloro-3-pyridylmethyl chloride). The solvent is C(C)#N (acetonitrile), C(C)#N (acetonitrile). The product is ClC1=NC(=CC=C1CNC)Cl (N-(2,6-Dichloro-3-pyridylmethyl)-N-methylamine). Yield: 83.7%. Reaction SMILES: [CH3:1][NH2:2].[Cl:3][C:4]1[C:9]([CH2:10]Cl)=[CH:8][CH:7]=[C:6]([Cl:12])[N:5]=1>C(#N)C>[Cl:3][C:4]1[C:9]([CH2:10][NH:2][CH3:1])=[CH:8][CH:7]=[C:6]([Cl:12])[N:5]=1. Procedure details: In 50 ml of acetonitrile was dissolved 7.8 g (0.1 mole) of 40% aqueous methylamine and with stirring and ice-cooling, a solution of 3.9 g (0.02 mole) of 2,6-dichloro-3-pyridylmethyl chloride in 10 ml of acetonitrile was added dropwise over 5 minutes. After completion of the dropwise addition, the mixture was stirred at room temperature for 2 hours and, then, concentrated. The residue was extracted with ether (30 ml×3) and dried over MgSO4. Finally, the solvent was distilled off to give 3.2 g of ...